Dataset: the Open Reaction Database (ORD), a public repository of structured organic reaction records. Task: describe an organic reaction: reactants, conditions, products, and yield The reactants are C(Cl)Cl (CH2Cl2), CO (MeOH), C(Cl)C1CO1 (epichiorohydrin), NaH CO3, FC1=CC=C(C=C1)C(C1=CC=C(C=C1)F)N1CCNCC1 ([bis(4-fluorophenyl)methyl]piperazine). The solvent is C(C)O (ethanol), C(C)O (ethanol). Yields the product O.ClCC(CN1CCN(CC1)C(C1=CC=C(C=C1)F)C1=CC=C(C=C1)F)O (1-(1-Chloro-2-hydroxy-3-propanyl)-4-[bis(4-fluorophenyl)-methyl]piperazine Monohydrate). Isolated yield 100783.6%. Reaction SMILES: [CH2:1]([CH:3]1[O:5][CH2:4]1)[Cl:2].[F:6][C:7]1[CH:12]=[CH:11][C:10]([CH:13]([N:21]2[CH2:26][CH2:25][NH:24][CH2:23][CH2:22]2)[C:14]2[CH:19]=[CH:18][C:17]([F:20])=[CH:16][CH:15]=2)=[CH:9][CH:8]=1.CO.C(Cl)Cl>C(O)C>[OH2:5].[Cl:2][CH2:1][CH:3]([OH:5])[CH2:4][N:24]1[CH2:23][CH2:22][N:21]([CH:13]([C:14]2[CH:19]=[CH:18][C:17]([F:20])=[CH:16][CH:15]=2)[C:10]2[CH:9]=[CH:8][C:7]([F:6])=[CH:12][CH:11]=2)[CH2:26][CH2:25]1 |f:5.6|. Procedure details: To a mixture of epichiorohydrin (3.5 mL, 0.05 mmol) in ethanol (12 mL) at 0° C. (ice bath) and anhydrous NaH-CO3 (4.2 g, 0.05 mmol), [bis(4-fluorophenyl)methyl]piperazine (14.4 g, 0.05 mmol) in ethanol (200 mL) was added dropwise over 45 min under N2. The ice bath was removed and the mixture was allowed to come to room temperature. After 18 h the NaHCO3 was removed by filtration via a sintered glass funnel and the ethanol in the filtrate was removed in vacuo to give the crude product (21.3 g). S... Starting materials: CCOC(=O)C1CCN(Cc2c[nH]c3cc(Oc4nc5ccccc5s4)ccc23)CC1, CC(C)O, Cl, [K+], [OH-], O. Product: O=C(O)C1CCN(Cc2c[nH]c3cc(Oc4nc5ccccc5s4)ccc23)CC1. As a reaction SMILES: [CH2:1]([CH3:2])[O:3][C:4](=[O:5])[CH:6]1[CH2:7][CH2:8][N:9]([CH2:12][c:13]2[cH:14][nH:15][c:16]3[cH:17][c:18]([O:22][c:23]4[s:24][c:25]5[c:26]([n:27]4)[cH:28][cH:29][cH:30][cH:31]5)[cH:19][cH:20][c:21]23)[CH2:10][CH2:11]1.[CH:35]([OH:36])([CH3:37])[CH3:38].[ClH:34].[K+:33].[OH-:32].[OH2:39]>>[O:3]=[C:4]([OH:5])[CH:6]1[CH2:7][CH2:8][N:9]([CH2:12][c:13]2[cH:14][nH:15][c:16]3[cH:17][c:18]([O:22][c:23]4[s:24][c:25]5[c:26]([n:27]4)[cH:28][cH:29][cH:30][cH:31]5)[cH:19][cH:20][c:21]23)[CH2:10][CH2:11]1. The product is BrC(C(=O)NC=1C(=CC=2CCCCC2C1)O)CCCBr (3-(2,5-dibromovaleryl)amino-5,6,7,8-tetrahydro-2-naphthol). Conditions: time 30 minute. RXN SMILES: Br.[NH2:2][C:3]1[C:4]([OH:13])=[CH:5][C:6]2[CH2:7][CH2:8][CH2:9][CH2:10][C:11]=2[CH:12]=1.C(=O)([O-])O.[Na+].O.[Br:20][CH:21]([CH2:25][CH2:26][CH2:27][Br:28])[C:22](Cl)=[O:23]>C(OCC)(=O)C>[Br:20][CH:21]([CH2:25][CH2:26][CH2:27][Br:28])[C:22]([NH:2][C:3]1[C:4]([OH:13])=[CH:5][C:6]2[CH2:7][CH2:8][CH2:9][CH2:10][C:11]=2[CH:12]=1)=[O:23] |f:0.1,2.3|. Reactants: BrC(C(=O)Cl)CCCBr (2,5-dibromovaleryl chloride), Br.NC=1C(=CC=2CCCCC2C1)O (3-amino-5,6,7,8-tetrahydro-2-naphthol hydrobromide), C(O)([O-])=O.[Na+] (sodium hydrogencarbonate), O (water). Procedure details: To a mixture of 3-amino-5,6,7,8-tetrahydro-2-naphthol hydrobromide (1.70 g), sodium hydrogencarbonate (1.46 g), ethyl acetate (15 ml) and water (10 ml) was added under ice-cooling while stirring a solution of 2,5-dibromovaleryl chloride (1.94 g) in ethyl acetate (6 ml). The whole mixture was stirred for further 30 minutes. The ethyl acetate layer was separated, and the aqueous layer was extracted with ethyl acetate. The combined ethyl acetate layer was washed with an aqueous saline. solution, th... The solvent is C(C)(=O)OCC (ethyl acetate), C(C)(=O)OCC (ethyl acetate). The reactants are CI, CC(C)OC(C)C, [H-], [Na+], O=C(Nc1cnns1)N(O)c1ccccc1. Product: CON(C(=O)Nc1cnns1)c1ccccc1. As a reaction SMILES: [CH3:19][I:20].[CH:21]([O:22][CH:23]([CH3:24])[CH3:25])([CH3:26])[CH3:27].[H-:17].[Na+:18].[OH:1][N:2]([C:3](=[O:4])[NH:5][c:6]1[cH:7][n:8][n:9][s:10]1)[c:11]1[cH:12][cH:13][cH:14][cH:15][cH:16]1>>[O:1]([N:2]([C:3](=[O:4])[NH:5][c:6]1[cH:7][n:8][n:9][s:10]1)[c:11]1[cH:12][cH:13][cH:14][cH:15][cH:16]1)[CH3:19]. The reactants are COC1=CC=C2CCC/C(/C2=C1)=C/C#N ((Z)-(1,2,3,4-tetrahydro-7-methoxy-1-naphthylidene)acetonitrile), Example 2, N.C(C)O (ammonia ethanol). Reagents/catalysts: [Co] (cobalt). Run in C(C)O (ethanol). Run at time 3 hour. Product: NCC=C1CCCC2=CC=C(C=C12)OC (1-(2-Aminoethylidene)-7-methoxy-1,2,3,4-tetrahydronaphthalene). RXN SMILES: [CH3:1][O:2][C:3]1[CH:12]=[C:11]2[C:6]([CH2:7][CH2:8][CH2:9]/[C:10]/2=[CH:13]/[C:14]#[N:15])=[CH:5][CH:4]=1.N.C(O)C>C(O)C.[Co]>[NH2:15][CH2:14][CH:13]=[C:10]1[C:11]2[C:6](=[CH:5][CH:4]=[C:3]([O:2][CH3:1])[CH:12]=2)[CH2:7][CH2:8][CH2:9]1 |f:1.2|. Procedure details: To a solution of (Z)-(1,2,3,4-tetrahydro-7-methoxy-1-naphthylidene)acetonitrile produced in Reference Example 2 (1.84 g, 9.23 mmol) in ethanol (10 ml) were added a saturated ammonia/ethanol solution (5 ml) and Raney cobalt (ODHT-60, 1.8 g). The mixture was stirred for 3 hours at room temperature under hydrogen atmosphere (about 4 kgf/cm2). The Raney cobalt was filtered off, then the solvent was distilled off to give the above-titled compound (a mixture of isomers) (yield 1.46 g, 78%, oil). This ... Reactants: OC=1C=C2C(C=C(OC2=CC1)C1=CC=CC=C1)=O (6-hydroxyflavone), BrCCCCCCCCCBr (1,9- dibromononane), CNC (dimethylamine). Yields the product CN(CCCCCCCCCOC=1C=CC2=C(C(C=C(O2)C2=CC=CC=C2)=O)C1)C (6-[9-(Dimethylamino)nonoxy1-2-phenyl-4H-1-benzopyran-4-one). RXN SMILES: [OH:1][C:2]1[CH:3]=[C:4]2[C:9](=[CH:10][CH:11]=1)[O:8][C:7]([C:12]1[CH:17]=[CH:16][CH:15]=[CH:14][CH:13]=1)=[CH:6][C:5]2=[O:18].Br[CH2:20][CH2:21][CH2:22][CH2:23][CH2:24][CH2:25][CH2:26][CH2:27][CH2:28]Br.[CH3:30][NH:31][CH3:32]>>[CH3:30][N:31]([CH3:32])[CH2:20][CH2:21][CH2:22][CH2:23][CH2:24][CH2:25][CH2:26][CH2:27][CH2:28][O:1][C:2]1[CH:11]=[CH:10][C:9]2[O:8][C:7]([C:12]3[CH:17]=[CH:16][CH:15]=[CH:14][CH:13]=3)=[CH:6][C:5](=[O:18])[C:4]=2[CH:3]=1. Procedure details: The compound was prepared by a method similar to Example 2 from 6-hydroxyflavone, 1,9- dibromononane and dimethylamine: mp 52°-53° C. Reactants: FC=1C=CC=C2C=C(N=CC12)O (8-Fluoroisoquinolin-3-ol), C[O-].[Na+] (sodium methoxide). Solvent: CN(C)C=O (DMF), CO (methanol). Run at temperature 90 celsius. Product: COC=1C=CC=C2C=C(N=CC12)O (8-Methoxyisoquinolin-3-ol). Yield: 23.3%. RXN SMILES: F[C:2]1[CH:3]=[CH:4][CH:5]=[C:6]2[C:11]=1[CH:10]=[N:9][C:8]([OH:12])=[CH:7]2.[CH3:13][O-:14].[Na+]>CN(C=O)C.CO>[CH3:13][O:14][C:2]1[CH:3]=[CH:4][CH:5]=[C:6]2[C:11]=1[CH:10]=[N:9][C:8]([OH:12])=[CH:7]2 |f:1.2|. Procedure: 8-Fluoroisoquinolin-3-ol (561 mg, 3.43 mmol) was dissolved in DMF (3 mL) and sodium methoxide (828 mg, 15.33 mmol) added. The reaction mixture was heated at 90° C. for 14 hours, then diluted with methanol and absorbed onto an SPE (TsOH) cartridge. The column was rinsed with methanol and the compound was then eluted with 7 M ammonia in methanol to afford the title compound (140 mg, 0.798 mmol, 23.2%). LC-MS (2) Rt=1.23 min; m/z (ESI+) 176 (M+H). Starting materials: O (water), Cl.CN(CCC(=O)O)C (3-Dimethylaminopropionic acid hydrochloride), N12CCCCCC2=NCCC1 (1,8-diazabicyclo[5.4.0]undec-7-ene), ClC1N(C(C2=CC=CC=C12)=O)C1=NC2=NC(=CC=C2C=C1)Cl (3-chloro-2-(7-chloro-1,8-naphthyridin-2-yl)-1-isoindolinone). Solvent: ClCCl (dichloromethane), CN(C=O)C (dimethylformamide), ClCCl (dichloromethane). Conditions: temperature 20 celsius, time 24 hour. The product is CN(CCC(=O)OC1N(C(C2=CC=CC=C12)=O)C1=NC2=NC(=CC=C2C=C1)Cl)C (2-(7-chloro-1,8-naphthyridin-2-yl)-3-oxo-1-isoindolinyl 3-dimethylaminopropionate). The yield is 14.1%. RXN SMILES: Cl.[CH3:2][N:3]([CH3:9])[CH2:4][CH2:5][C:6]([OH:8])=[O:7].N12CCCN=C1CCCCC2.Cl[CH:22]1[C:30]2[C:25](=[CH:26][CH:27]=[CH:28][CH:29]=2)[C:24](=[O:31])[N:23]1[C:32]1[CH:41]=[CH:40][C:39]2[C:34](=[N:35][C:36]([Cl:42])=[CH:37][CH:38]=2)[N:33]=1.O>CN(C)C=O.ClCCl>[CH3:2][N:3]([CH3:9])[CH2:4][CH2:5][C:6]([O:8][CH:22]1[C:30]2[C:25](=[CH:26][CH:27]=[CH:28][CH:29]=2)[C:24](=[O:31])[N:23]1[C:32]1[CH:41]=[CH:40][C:39]2[C:34](=[N:35][C:36]([Cl:42])=[CH:37][CH:38]=2)[N:33]=1)=[O:7] |f:0.1|. Procedure: 3-Dimethylaminopropionic acid hydrochloride 9.2 g) and 1,8-diazabicyclo[5.4.0]undec-7-ene (16.7 g) are added at a temperature in the region of 20° C. to a solution, maintained under an argon atmosphere, of 3-chloro-2-(7-chloro-1,8-naphthyridin-2-yl)-1-isoindolinone (16.5 g) in anhydrous dimethylformamide (100 cc), and the suspension obtained is stirred for 24 hours at a temperature in the region of 20° C. Distilled water (200 cc) and dichloromethane (200 cc) are then added. The aqueous phase is ... Reactants: ClC1=NC(=NC(=C1)Cl)N1CCOCC1 (4,6-dichloro-2-morpholinopyrimidine), CC(C(=O)OC)C(=O)OC (dimethyl 2-methylmalonate). Procedure details: 4,6-Dichloro-5-methyl-2-morpholinopyrimidine was prepared by similar procedure as 4,6-dichloro-2-morpholinopyrimidine (in Method 22) using dimethyl 2-methylmalonate in place of diethyl malonate. LC/MS (m/z): 248.1 (MH+). The product is ClC1=NC(=NC(=C1C)Cl)N1CCOCC1 (4,6-Dichloro-5-methyl-2-morpholinopyrimidine). Reaction SMILES: [Cl:1][C:2]1[CH:7]=[C:6]([Cl:8])[N:5]=[C:4]([N:9]2[CH2:14][CH2:13][O:12][CH2:11][CH2:10]2)[N:3]=1.[CH3:15]C(C(OC)=O)C(OC)=O>>[Cl:8][C:6]1[C:7]([CH3:15])=[C:2]([Cl:1])[N:3]=[C:4]([N:9]2[CH2:14][CH2:13][O:12][CH2:11][CH2:10]2)[N:5]=1.